This data is from the Open Reaction Database (ORD), a public repository of structured organic reaction records. The task is: describe an organic reaction: reactants, conditions, products, and yield Reactants: solution, C(C1=CC=CC=C1)NC([C@H](NC(C1=CC=CC=C1)(C1=CC=CC=C1)C1=CC=CC=C1)COC)=O (N-benzyl-O-methyl-N2-trityl-D-serinamide), Cl (hydrochloric acid). Solvent: ClCCl (dichloromethane). Run at time 30 minute. Yields the product C(C1=CC=CC=C1)NC([C@H](N)COC)=O (N-benzyl-O-methyl-D-serinamide). As a reaction SMILES: [CH2:1]([NH:8][C:9](=[O:34])[C@@H:10]([CH2:31][O:32][CH3:33])[NH:11]C(C1C=CC=CC=1)(C1C=CC=CC=1)C1C=CC=CC=1)[C:2]1[CH:7]=[CH:6][CH:5]=[CH:4][CH:3]=1.Cl>ClCCl>[CH2:1]([NH:8][C:9](=[O:34])[C@@H:10]([CH2:31][O:32][CH3:33])[NH2:11])[C:2]1[CH:7]=[CH:6][CH:5]=[CH:4][CH:3]=1. Reported procedure: To a solution of Example 3 product (i.e. N-benzyl-O-methyl-N2-trityl-D-serinamide, 50 g) in dichloromethane (100 ml), hydrochloric acid (36%) was added at room temperature. This solution was stirred for 30 minutes at room temperature and then the solvent was completely recovered under vacuum at 40° C. Water (250 ml) was added to it at room temperature and the aqueous layer was neutralized with aqueous ammonia (20 ml). The aqueous layer was extracted with toluene (2×200 ml). The toluene was then ... Solvent: C(Cl)Cl (DCM). Product: Cl.N[C@H]1CN(C[C@@H](C1)C)C(C)=O (1-((3R,5R)-3-amino-5-methyl-piperidin-1-yl)-ethanone hydrochloride). Reaction SMILES: C(OC(=O)[NH:7][C@@H:8]1[CH2:13][C@@H:12]([CH3:14])[CH2:11][N:10]([C:15](=[O:17])[CH3:16])[CH2:9]1)(C)(C)C.[ClH:19].O1CCOCC1>C(Cl)Cl>[ClH:19].[NH2:7][C@@H:8]1[CH2:13][C@@H:12]([CH3:14])[CH2:11][N:10]([C:15](=[O:17])[CH3:16])[CH2:9]1 |f:4.5|. Procedure details: ((3R,5R)-1-Acetyl-5-methyl-piperidin-3-yl)-carbamic acid tert-butyl ester (0.5 g, 1.971 mmol) was dissolved in DCM (15) and HCl 4M in dioxane (2.5 mL, 10 mmol) was added. The resulting colorless solution was stirred at RT until precipitation of a solid was observed. The solvent was evaporated and the residue was dried under high vacuum to give 0.45 g of 1-((3R,5R)-3-amino-5-methyl-piperidin-1-yl)-ethanone hydrochloride as an off-white solid (>95% yield). Yield: 95.0%. Reactants: Cl (HCl), O1CCOCC1 (dioxane), C(C)(C)(C)OC(N[C@H]1CN(C[C@@H](C1)C)C(C)=O)=O (((3R,5R)-1-Acetyl-5-methyl-piperidin-3-yl)-carbamic acid tert-butyl ester). The reactants are [Na+], [OH-], CC(=O)N(CCCSCCO)CCCSCCO. Yields the product OCCSCCCNCCCSCCO. RXN SMILES: [Na+:20].[OH-:19].[OH:1][CH2:2][CH2:3][S:4][CH2:5][CH2:6][CH2:7][N:8]([C:9](=[O:10])[CH3:11])[CH2:12][CH2:13][CH2:14][S:15][CH2:16][CH2:17][OH:18]>>[OH:1][CH2:2][CH2:3][S:4][CH2:5][CH2:6][CH2:7][NH:8][CH2:12][CH2:13][CH2:14][S:15][CH2:16][CH2:17][OH:18]. The reactants are ClC1=NC=C(C(=N1)N[C@H]1[C@@H](CCC1)NS(=O)(=O)C)Cl (N-[trans-2-(2,5-Dichloro-pyrimidin-4-ylamino)-cyclopentyl]-methanesulfonamide), NC1=C(C2=C(N(C(CCC2)=O)CC)C=C1)OC (7-amino-1-ethyl-6-methoxy-1,3,4,5-tetrahydro-benzo[b]azepin-2-one), C12(C(=O)CC(CC1)C2(C)C)CS(=O)(=O)O (camphorsulfonic acid). The solvent is C(C)(C)O (isopropanol). Conditions: temperature 120 celsius. The product is ClC=1C(=NC(=NC1)NC1=C(C2=C(N(C(CCC2)=O)CC)C=C1)OC)N[C@H]1[C@@H](CCC1)NS(=O)(=O)C (N-{trans-2-[5-Chloro-2-(1-ethyl-6-methoxy-2-oxo-2,3,4,5-tetrahydro-1H-benzo[b]azepin-7-ylamino)-pyrimidin-4-ylamino]-cyclopentyl}-methanesulfonamide). Isolated yield 40.3%. RXN SMILES: Cl[C:2]1[N:7]=[C:6]([NH:8][C@@H:9]2[CH2:13][CH2:12][CH2:11][C@H:10]2[NH:14][S:15]([CH3:18])(=[O:17])=[O:16])[C:5]([Cl:19])=[CH:4][N:3]=1.[NH2:20][C:21]1[CH:34]=[CH:33][C:24]2[N:25]([CH2:31][CH3:32])[C:26](=[O:30])[CH2:27][CH2:28][CH2:29][C:23]=2[C:22]=1[O:35][CH3:36].C12(CS(O)(=O)=O)C(C)(C)C(CC1)CC2=O>C(O)(C)C>[Cl:19][C:5]1[C:6]([NH:8][C@@H:9]2[CH2:13][CH2:12][CH2:11][C@H:10]2[NH:14][S:15]([CH3:18])(=[O:17])=[O:16])=[N:7][C:2]([NH:20][C:21]2[CH:34]=[CH:33][C:24]3[N:25]([CH2:31][CH3:32])[C:26](=[O:30])[CH2:27][CH2:28][CH2:29][C:23]=3[C:22]=2[O:35][CH3:36])=[N:3][CH:4]=1. Procedure: N-[trans-2-(2,5-Dichloro-pyrimidin-4-ylamino)-cyclopentyl]-methanesulfonamide (60 mg, 0.185 mmol), 7-amino-1-ethyl-6-methoxy-1,3,4,5-tetrahydro-benzo[b]azepin-2-one (43 mg, 0.185 mmol) and camphorsulfonic acid (64 mg, 0.278 mmol) were combined in 3 mL isopropanol and heated at 120° C. in microwave for a total of 110 min. The reaction was concentrated to be taken up in dichloromethane and washed with saturated sodium bicarbonate solution (2×30 mL). The organic layer was dried over MgSO4 and filte... Reactants: Cc1ccc([N+](=O)[O-])cc1Br, CO. The product is Cc1ccc(N)cc1Br. Reaction SMILES: [Br:1][c:2]1[c:3]([CH3:11])[cH:4][cH:5][c:6]([N+:8]([O-:9])=[O:10])[cH:7]1.[CH3:12][OH:13]>>[Br:1][c:2]1[c:3]([CH3:11])[cH:4][cH:5][c:6]([NH2:8])[cH:7]1. The reactants are C(C)(=O)O (acetic acid), C(CC(=O)OCC)(=O)OCC (diethyl malonate), FC1=C(C=CC(=C1F)F)[N+](=O)[O-] (2,3,4-trifluoronitrobenzene), [H-].[Na+] (sodium hydride). The solvent is O1CCCC1 (tetrahydrofuran), O1CCCC1 (tetrahydrofuran), O1CCCC1 (tetrahydrofuran), O1CCCC1 (tetrahydrofuran). Reaction conditions: time 2 hour. Yields the product FC1=C(C(=CC=C1F)[N+](=O)[O-])CC(=O)O (2,3-Difluoro-6-nitrophenylacetic acid). The yield is 57.4%. As a reaction SMILES: [H-].[Na+].[C:3]([O:11]CC)(=[O:10])[CH2:4][C:5](OCC)=O.FC1[C:20]([F:21])=[C:19]([F:22])[CH:18]=[CH:17][C:16]=1[N+:23]([O-:25])=[O:24].C(O)(=O)C>O1CCCC1>[F:21][C:20]1[C:19]([F:22])=[CH:18][CH:17]=[C:16]([N+:23]([O-:25])=[O:24])[C:5]=1[CH2:4][C:3]([OH:11])=[O:10] |f:0.1|. Procedure details: 64 g of 60% sodium hydride was added to 200 ml of tetrahydrofuran, and, while the mixed solution was stirred and cooled on ice, a solution obtained by dissolving 258 g of diethyl malonate in 400 ml of tetrahydrofuran was dropped to the mixed solution through 1 hour and 40 minutes so that the reaction temperature was kept below 20° C. Then, while the reaction solution was stirred and cooled on ice, 200 ml of tetrahydrofuran solution dissolving 142 g of 2,3,4-trifluoronitrobenzene was dropped to t... Starting materials: [OH-].[K+] (potassium hydroxide), Cl (hydrochloric acid), CN(C=O)C (N,N-dimethylformamide), OC=1C(=C(C2=C(CCC(O2)(C)CCC(=O)O)C1C)C)C (3-(3,4-dihydro-6-hydroxy-2,5,7,8-tetramethyl-2H-benzopyran-2-yl)propionic acid), S(=O)(=O)(OC)OC (dimethyl sulfate). Run in C(C)O (ethanol). Run at time 30 minute. Yields the product COC=1C(=C(C2=C(CCC(O2)(C)CCC(=O)OC)C1C)C)C (methyl 3-(3,4-dihydro-6-methoxy-2,5,7,8-tetramethyl-2H-benzopyran-2-yl)propionate). Yield: 53.6%. Reaction SMILES: [OH-].[K+].[OH:3][C:4]1[C:5]([CH3:22])=[C:6]([CH3:21])[C:7]2[O:12][C:11]([CH2:14][CH2:15][C:16]([OH:18])=O)([CH3:13])[CH2:10][CH2:9][C:8]=2[C:19]=1[CH3:20].S([O:28][CH3:29])(OC)(=O)=O.Cl.[CH3:31]N(C)C=O>C(O)C>[CH3:31][O:3][C:4]1[C:5]([CH3:22])=[C:6]([CH3:21])[C:7]2[O:12][C:11]([CH2:14][CH2:15][C:16]([O:28][CH3:29])=[O:18])([CH3:13])[CH2:10][CH2:9][C:8]=2[C:19]=1[CH3:20] |f:0.1|. Reported procedure: An aqueous solution of potassium hydroxide (7.1 g in 10 ml of water) was added dropwise to a solution composed of 10 g (0.036 mol) of 3-(3,4-dihydro-6-hydroxy-2,5,7,8-tetramethyl-2H-benzopyran-2-yl)propionic acid and 200 ml of ethanol in a nitrogen atmosphere and the mixture was stirred at room temperature for 30 minutes. The ethanol was distilled off from the reaction mixture under reduced pressure, toluene was added to the residue, and dehydration was effected azeotropically under reduced pres... Starting materials: C=Cc1c(F)cccc1Cl, O=Cc1c(F)cccc1Cl, O=C=NC1CC1c1c(F)cccc1Cl, N#Cc1ccc(N)nc1, S=C(Nc1ccc(Cl)cn1)NC1CC1c1ccccc1. The product is N#Cc1ccc(NC(=O)NC2CC2c2c(F)cccc2Cl)nc1. As a reaction SMILES: [Cl:11][c:12]1[cH:13][cH:14][cH:15][c:16]([F:17])[c:18]1[CH:19]=[CH2:20].[Cl:1][c:2]1[cH:3][cH:4][cH:5][c:6]([F:7])[c:8]1[CH:9]=[O:10].[Cl:41][c:42]1[c:43]([CH:49]2[CH:50]([N:52]=[C:53]=[O:54])[CH2:51]2)[c:44]([F:48])[cH:45][cH:46][cH:47]1.[NH2:55][c:56]1[n:57][cH:58][c:59]([C:62]#[N:63])[cH:60][cH:61]1.[c:21]1([CH:22]2[CH2:23][CH:24]2[NH:25][C:26]([NH:27][c:28]2[cH:29][cH:30][c:31]([Cl:32])[cH:33][n:34]2)=[S:35])[cH:36][cH:37][cH:38][cH:39][cH:40]1>>[Cl:41][c:42]1[c:43]([CH:49]2[CH:50]([NH:52][C:53](=[O:54])[NH:55][c:56]3[n:57][cH:58][c:59]([C:62]#[N:63])[cH:60][cH:61]3)[CH2:51]2)[c:44]([F:48])[cH:45][cH:46][cH:47]1.